Dataset: the Open Reaction Database (ORD), a public repository of structured organic reaction records. Task: describe an organic reaction: reactants, conditions, products, and yield The reactants are C(C)C1=CC=C(C=C1)N1C(C2(CC1)CCNCC2)=O (2-(4-Ethyl-phenyl)-2,8-diaza-spiro[4.5]decan-1-one), O=C(OC(Cl)(Cl)Cl)Cl (diphosgene), FC1=CC=C(C=C1)N (4-Fluoro-phenylamine). The product is FC1=CC=C(C=C1)NC(=O)N1CCC2(CCN(C2=O)C2=CC=C(C=C2)CC)CC1 (2-(4-Ethyl-phenyl)-1-oxo-2,8-diaza-spiro[4.5]decane-8-carboxylic acid (4-fluoro-phenyl)-amide). As a reaction SMILES: [CH2:1]([C:3]1[CH:8]=[CH:7][C:6]([N:9]2[CH2:13][CH2:12][C:11]3([CH2:18][CH2:17][NH:16][CH2:15][CH2:14]3)[C:10]2=[O:19])=[CH:5][CH:4]=1)[CH3:2].O=C(Cl)[O:22][C:23](Cl)(Cl)Cl.[F:28][C:29]1[CH:34]=[CH:33][C:32]([NH2:35])=[CH:31][CH:30]=1>>[F:28][C:29]1[CH:34]=[CH:33][C:32]([NH:35][C:23]([N:16]2[CH2:17][CH2:18][C:11]3([C:10](=[O:19])[N:9]([C:6]4[CH:5]=[CH:4][C:3]([CH2:1][CH3:2])=[CH:8][CH:7]=4)[CH2:13][CH2:12]3)[CH2:14][CH2:15]2)=[O:22])=[CH:31][CH:30]=1. Procedure: This material was prepared in analogy to example 251 step B) from 2-(4-Ethyl-phenyl)-2,8-diaza-spiro[4.5]decan-1-one, diphosgene and 4-Fluoro-phenylamine. MS (ESI): 396.3 (MH+). The reactants are C[Mg+].[Br-] (MeMgBr), C1(=CC=CC=C1)C1=NC2=CC(=CC=C2C=C1)C=O (2-phenylquinoline-7-carbaldehyde), [NH4+].[Cl-] (NH4Cl). Run in C1CCOC1 (THF), C1CCOC1 (THF). Conditions: time 3 hour. The product is C1(=CC=CC=C1)C1=NC2=CC(=CC=C2C=C1)C(C)O (1-(2-Phenylquinolin-7-yl)-ethanol). As a reaction SMILES: [CH3:1][Mg+].[Br-].[C:4]1([C:10]2[CH:19]=[CH:18][C:17]3[C:12](=[CH:13][C:14]([CH:20]=[O:21])=[CH:15][CH:16]=3)[N:11]=2)[CH:9]=[CH:8][CH:7]=[CH:6][CH:5]=1.[NH4+].[Cl-]>C1COCC1>[C:4]1([C:10]2[CH:19]=[CH:18][C:17]3[C:12](=[CH:13][C:14]([CH:20]([OH:21])[CH3:1])=[CH:15][CH:16]=3)[N:11]=2)[CH:5]=[CH:6][CH:7]=[CH:8][CH:9]=1 |f:0.1,3.4|. Reported procedure: Into the THF (50 ml) solution of MeMgBr (3M in Et2O, 5.6 mL, 1.5 eq.) was added dropwise the THF (40 ml) solution of 2-phenylquinoline-7-carbaldehyde (2625 mg, 11.25 mmol) under N2 at rt over 20 min. After stirring at rt for 3 h, the reaction mixture was treated with saturated aqueous NH4Cl solution (100 ml), and the organic phase was separated. The aqueous phase was extracted with EtOAc (2×100 ml). The combined organic phases were then washed with H2O (2×100 ml) and brine (100 ml), dried over M... The reactants are C(=CC)C=1C=C(C=CC1)C#CCCC=O (5-(3'-propenylphenyl)-4-pentyn-1-al), [Cl-].C(C(C)C)N(C(C)=O)[P+](C1=CC=CC=C1)(C1=CC=CC=C1)C1=CC=CC=C1 (N-isobutyl acetamidotriphenylphosphonium chloride). Product: C(C(C)C)NC(\C=C\CCC#CC1=CC(=CC=C1)C=CC)=O (N-isobutyl 7-(3'-propenylphenyl)-(2E)-hepten-6-ynamide), N-isobutyl 7-(3'-propenylphenyl)-(2E,6Z)-heptadienamide. As a reaction SMILES: [CH:1]([C:4]1[CH:5]=[C:6]([C:10]#[C:11][CH2:12][CH2:13][CH:14]=O)[CH:7]=[CH:8][CH:9]=1)=[CH:2][CH3:3].[Cl-].[CH2:17]([N:21]([P+](C1C=CC=CC=1)(C1C=CC=CC=1)C1C=CC=CC=1)[C:22](=[O:24])[CH3:23])[CH:18]([CH3:20])[CH3:19]>>[CH2:17]([NH:21][C:22](=[O:24])/[CH:23]=[CH:14]/[CH2:13][CH2:12][C:11]#[C:10][C:6]1[CH:7]=[CH:8][CH:9]=[C:4]([CH:1]=[CH:2][CH3:3])[CH:5]=1)[CH:18]([CH3:20])[CH3:19] |f:1.2|. Procedure details: N-isobutyl 7-(3'-propenylphenyl)-(2E)-hepten-6-ynamide was prepared from 5-(3'-propenylphenyl)-4-pentyn-1-al and N-isobutyl acetamidotriphenylphosphonium chloride as in Example 9 and semi-hydrogenated as in Example 9 to give N-isobutyl 7-(3'-propenylphenyl)-(2E,6Z)-heptadienamide. The reactants are [Na+].[Cl-] (NaCl), CC1C(NC(S1)C=1C=NC=CC1)=O (5-Methyl-2-(3-pyridyl)thiazolidin-4-one), BrCC(=O)OCC (ethyl bromoacetate), [H-].[Na+] (sodium hydride). Solvent: CN(C=O)C (dimethylformamide). Reaction conditions: time 1 hour. The product is C(C)OC(=O)CN1C(SC(C1=O)C)C=1C=NC=CC1 (3-ethoxycarbonylmethyl-5-methyl-2-(3-pyridyl)thiazolidin-4-one). The yield is 55.0%. RXN SMILES: [CH3:1][CH:2]1[S:6][CH:5]([C:7]2[CH:8]=[N:9][CH:10]=[CH:11][CH:12]=2)[NH:4][C:3]1=[O:13].Br[CH2:15][C:16]([O:18][CH2:19][CH3:20])=[O:17].[H-].[Na+].[Na+].[Cl-]>CN(C)C=O>[CH2:19]([O:18][C:16]([CH2:15][N:4]1[C:3](=[O:13])[CH:2]([CH3:1])[S:6][CH:5]1[C:7]1[CH:8]=[N:9][CH:10]=[CH:11][CH:12]=1)=[O:17])[CH3:20] |f:2.3,4.5|. Reported procedure: 5-Methyl-2-(3-pyridyl)thiazolidin-4-one (10 g, 51.5 mmol) and ethyl bromoacetate (6.85 ml, 61.8 mmol) were dissolved in dry dimethylformamide (50 ml), and 60% sodium hydride (2.16 g, 54.1 mmol) was added in limited amounts to the solution at 0° to 10° C. This reaction mixture was kept between those temperatures for 1 hour. The mixture, after addition of aqueous NaCl, was extracted with ethyl acetate. The extract was washed with aqueous NaCl, dried, and the solvent was removed in vacuo. The resid... The reactants are ClCCl, CN, CO, CSc1ncc(-c2ccccc2)c(Cl)n1, CCO. Product: CNc1nc(SC)ncc1-c1ccccc1. Reaction SMILES: [CH2:20]([Cl:21])[Cl:22].[CH3:16][NH2:17].[CH3:18][OH:19].[CH3:1][S:2][c:3]1[n:4][cH:5][c:6](-[c:10]2[cH:11][cH:12][cH:13][cH:14][cH:15]2)[c:7]([Cl:9])[n:8]1.[CH3:23][CH2:24][OH:25]>>[CH3:1][S:2][c:3]1[n:4][cH:5][c:6](-[c:10]2[cH:11][cH:12][cH:13][cH:14][cH:15]2)[c:7]([NH:17][CH3:16])[n:8]1. Reactants: N[C@H](CC1=CC=CC=C1)C(=O)O (D-phenylalanine), carboxylic acid, C(C(C)C)OC(=O)Cl (isobutylchloroformate), N1CCOCC1 (morpholine), CN1CCOCC1 (N-methylmorpholine). The solvent is C1CCOC1 (THF), CCOCC (Et2O). Conditions: time 15 minute. Product: N1(CCOCC1)C(=O)N (morpholino amide). The yield is 94.0%. As a reaction SMILES: N[C@@H]([C:10]([OH:12])=O)CC1C=CC=CC=1.C[N:14]1CCOCC1.C(OC(Cl)=O)C(C)C.[NH:28]1[CH2:33][CH2:32][O:31][CH2:30][CH2:29]1>C1COCC1.CCOCC>[N:28]1([C:10]([NH2:14])=[O:12])[CH2:33][CH2:32][O:31][CH2:30][CH2:29]1. Reported procedure: A solution of 100 mg (0.296 mmol) of carboxylic acid derived from D-phenylalanine in 10 mL of THF at -8° C. was treated with 39.0 mg (0.385 mmol) of N-methylmorpholine followed by 54.7 mg (0.400 mmol) of isobutylchloroformate. After stirring for 5 min 34.8 mg (0.400 mmol) of morpholine was added and the reaction mixture allowed to warm to room temperature. After 15 min at room temperature, 50 mL of Et2O was added and the mixture dried over MgSO4, filtered, and concentrated under reduced pressure... Reactants: [N+](=O)([O-])[O-].[Na+] (sodium nitrate), N(=O)[O-].[Na+] (sodium nitrite), OC1=C(C=CC(=O)O)C=CC=C1 (2-Hydroxycinnamic acid), S(O)(O)(=O)=O (sulfuric acid). The solvent is C(Cl)Cl (methylene chloride), C(Cl)Cl (methylene chloride). Conditions: time 24 hour. The product is [N+](=O)([O-])C=1C(=C(C=CC(=O)O)C=CC1)O (3-nitro-2-hydroxycinnamic acid). Yield: 52.3%. As a reaction SMILES: [OH:1][C:2]1[CH:12]=[CH:11][CH:10]=[CH:9][C:3]=1[CH:4]=[CH:5][C:6]([OH:8])=[O:7].[N+:13]([O-])([O-:15])=[O:14].[Na+].S(=O)(=O)(O)O.N([O-])=O.[Na+]>C(Cl)Cl>[N+:13]([C:12]1[C:2]([OH:1])=[C:3]([CH:9]=[CH:10][CH:11]=1)[CH:4]=[CH:5][C:6]([OH:8])=[O:7])([O-:15])=[O:14] |f:1.2,4.5|. Procedure details: 2-Hydroxycinnamic acid (3.00 g, 18.3 mmol) was dissolved in methylene chloride(40 mL) followed by the addition of sodium nitrate (2.21 g, 26.1 mmol). The addition of sulfuric acid (30 mL/3M) was then made, followed by addition of a catalytic amount of sodium nitrite. The mixture was allowed to stir. After 24 hours, the reaction mixture was diluted with methylene chloride and extracted with water. The organic layer was dried over MgSO4 and filtered. The solvent was evaporated and chromatography o... Starting materials: CCOC(=O)CC(C)=O, COc1ccc(OC)c(C=O)c1, CC(=O)O, Cc1ccccc1. Product: CCOC(=O)C(=Cc1cc(OC)ccc1OC)C(C)=O. Reaction SMILES: [C:13]([CH2:14][C:15](=[O:16])[CH3:17])(=[O:18])[O:19][CH2:20][CH3:21].[CH3:1][O:2][c:3]1[c:4]([CH:5]=[O:6])[cH:7][c:8]([O:11][CH3:12])[cH:9][cH:10]1.[CH3:22][C:23](=[O:24])[OH:25].[CH3:26][c:27]1[cH:28][cH:29][cH:30][cH:31][cH:32]1>>[CH3:1][O:2][c:3]1[c:4]([CH:5]=[C:14]([C:13](=[O:18])[O:19][CH2:20][CH3:21])[C:15](=[O:16])[CH3:17])[cH:7][c:8]([O:11][CH3:12])[cH:9][cH:10]1.